This data is from the Open Reaction Database (ORD), a public repository of structured organic reaction records. The task is: describe an organic reaction: reactants, conditions, products, and yield Reactants: C(#N)C1=NN(C(=C1NS(=O)(=O)C)N=CN(C)C)C1=C(C=C(C=C1Cl)C(F)(F)F)Cl (N-(3-cyano-1-[2,6-dichloro-4-(trifluoromethyl)phenyl]-5-{[(dimethylamino)methylene]amino}-1H-pyrazol-4-yl)methanesulfonamide), [H-].[Na+] (sodium hydride), ClC(S(=O)(=O)OCC(F)(F)F)(Cl)Cl (2,2,2-trifluoroethyl trichloromethanesulphonate), ClCCl (dichloromethane). Run in CN1C(CCC1)=O (1-methyl-2-pyrrolidinone). Run at time 3 hour. The product is NC1=C(C(=NN1C1=C(C=C(C=C1Cl)C(F)(F)F)Cl)C#N)N(S(=O)(=O)C)CC(F)(F)F (N-{5-amino-3-cyano-1-[2,6-dichloro-4-(trifluoromethyl)phenyl]-1H-pyrazol-4-yl}-N-(2,2,2-trifluoroethyl)methanesulfonamide). Yield: 51.3%. RXN SMILES: [C:1]([C:3]1[C:7]([NH:8][S:9]([CH3:12])(=[O:11])=[O:10])=[C:6]([N:13]=CN(C)C)[N:5]([C:18]2[C:23]([Cl:24])=[CH:22][C:21]([C:25]([F:28])([F:27])[F:26])=[CH:20][C:19]=2[Cl:29])[N:4]=1)#[N:2].[H-].[Na+].ClC(Cl)(Cl)S(O[CH2:38][C:39]([F:42])([F:41])[F:40])(=O)=O.ClCCl>CN1CCCC1=O>[NH2:13][C:6]1[N:5]([C:18]2[C:19]([Cl:29])=[CH:20][C:21]([C:25]([F:26])([F:27])[F:28])=[CH:22][C:23]=2[Cl:24])[N:4]=[C:3]([C:1]#[N:2])[C:7]=1[N:8]([CH2:38][C:39]([F:42])([F:41])[F:40])[S:9]([CH3:12])(=[O:10])=[O:11] |f:1.2|. Reported procedure: To a solution of N-(3-cyano-1-[2,6-dichloro-4-(trifluoromethyl)phenyl]-5-{[(dimethylamino)methylene]amino}-1H-pyrazol-4-yl)methanesulfonamide (250 mg, 0.53 mmol) in 1-methyl-2-pyrrolidinone (anhydrous, 5 ml) was added sodium hydride (60% in oil, 16.6 mg, 0.69 mmol) and 2,2,2-trifluoroethyl trichloromethanesulphonate (195 mg, 0.69 mmol). The reaction mixture was then stirred at room temperature for 3 h. To the reaction mixture was added dichloromethane (20 ml) and the resulting mixture was extrac... The reactants are S(=O)(=O)(O)[O-].ClC=1C=CC2=CC=C3C=CC=[N+](C3=C2N1)C (9-Chloro-1-methyl-1,10-phenanthrolinium hydrogen sulfate), [OH-].[Na+] (sodium hydroxide). Reagents/catalysts: [Fe-3](C#N)(C#N)(C#N)(C#N)(C#N)C#N.[K+].[K+].[K+] (potassium ferricyanide). Yields the product ClC1=NC2=C3N=CC=CC3=CC=C2C=C1 (2-Chloro-1.10-phenanthroline), ClC=1C=CC2=CC=C3C=CC(N(C3=C2N1)C)=O (9-Chloro-1-methyl-1.10-phenanthroline-2(1H)-one). As a reaction SMILES: S([O-])(O)(=O)=O.[Cl:6][C:7]1[CH:8]=[CH:9][C:10]2[C:19]([N:20]=1)=[C:18]1[C:13]([CH:14]=[CH:15][CH:16]=[N+:17]1[CH3:21])=[CH:12][CH:11]=2.[OH-:22].[Na+]>[Fe-3](C#N)(C#N)(C#N)(C#N)(C#N)C#N.[K+].[K+].[K+]>[Cl:6][C:7]1[CH:8]=[CH:9][C:10]2[C:19](=[C:18]3[C:13](=[CH:12][CH:11]=2)[CH:14]=[CH:15][CH:16]=[N:17]3)[N:20]=1.[Cl:6][C:7]1[CH:8]=[CH:9][C:10]2[C:19]([N:20]=1)=[C:18]1[C:13]([CH:14]=[CH:15][C:16](=[O:22])[N:17]1[CH3:21])=[CH:12][CH:11]=2 |f:0.1,2.3,4.5.6.7|. Procedure details: To a stirred aqueous solution of potassium ferricyanide (22.1 g; 673 mmol) (200 mL) in an ice bath, compound (4) (6.17 g; 26.9 mmol) and an aqueous sodium hydroxide (16.14 g; 404 mmol) (110 mL) were alternately added over 20 minutes. The resulting reaction mixture was stirred in an ice bath, and further stirred at room temperature for 3.5 hours. Crude crystals which precipitated out were separated by filtration and dried, and then dissolved in methanol, and subsequently subjected to an activated... The reactants are [OH-].[Na+] (sodium hydroxide), COC(CC1=C(C=C(C=C1)C1=C(C=C(C=C1)C(CC)(C1=CC(=C(C=C1)OCC(C(C)(C)C)O)C)CC)C)F)=O ((4′-{1-ethyl-1-[4-(2-hydroxy-3,3-dimethyl-butoxy)-3-methyl-phenyl]-propyl}-3-fluoro-2′-methyl-biphenyl-4-yl)acetic acid methyl ester), [Cl-].[NH4+] (ammonium chloride). Run in CO (methanol). Run at time 4 hour. Product: C(C)C(CC)(C1=CC(=C(C=C1)OCC(C(C)(C)C)O)C)C1=CC(=C(C=C1)C1=CC(=C(C=C1)CC(=O)O)F)C ((4′-{1-ethyl-1-[4-(2-hydroxy-3,3-dimethyl-butoxy)-3-methyl-phenyl]-propyl}-3-fluoro-2′-methyl-biphenyl-4-yl)-acetic Acid). Isolated yield 101.9%. As a reaction SMILES: [OH-].[Na+].C[O:4][C:5](=[O:41])[CH2:6][C:7]1[CH:12]=[CH:11][C:10]([C:13]2[CH:18]=[CH:17][C:16]([C:19]([CH2:37][CH3:38])([C:22]3[CH:27]=[CH:26][C:25]([O:28][CH2:29][CH:30]([OH:35])[C:31]([CH3:34])([CH3:33])[CH3:32])=[C:24]([CH3:36])[CH:23]=3)[CH2:20][CH3:21])=[CH:15][C:14]=2[CH3:39])=[CH:9][C:8]=1[F:40].[Cl-].[NH4+]>CO>[CH2:20]([C:19]([C:16]1[CH:17]=[CH:18][C:13]([C:10]2[CH:11]=[CH:12][C:7]([CH2:6][C:5]([OH:41])=[O:4])=[C:8]([F:40])[CH:9]=2)=[C:14]([CH3:39])[CH:15]=1)([C:22]1[CH:27]=[CH:26][C:25]([O:28][CH2:29][CH:30]([OH:35])[C:31]([CH3:33])([CH3:34])[CH3:32])=[C:24]([CH3:36])[CH:23]=1)[CH2:37][CH3:38])[CH3:21] |f:0.1,3.4|. Reported procedure: A 2 N sodium hydroxide aqueous solution (0.21 mL) was added to a solution of (4′-{1-ethyl-1-[4-(2-hydroxy-3,3-dimethyl-butoxy)-3-methyl-phenyl]-propyl}-3-fluoro-2′-methyl-biphenyl-4-yl)acetic acid methyl ester (Example 100-(1); 21.1 mg, 0.0394 mmol) in methanol (1.3 mL), and the mixture was stirred for four hours. A saturated aqueous ammonium chloride solution was added to the reaction mixture, followed by extraction with ethyl acetate. The organic layer was washed with water, dried over anhydro... Reactants: CN1[C@H](CCC1)CO ((R)-1-methyl-2-pyrrolidinemethanol), Cl.FC=1C=C(OC[C@H]2N(CCC2)C)C=CC1 (2(S)-(3-Fluorophenoxymethyl)-1-methyl-pyrrolidine hydrochloride). Solvent: O (H2O). Yields the product Cl.FC=1C=C(OC[C@@H]2N(CCC2)C)C=CC1 (2(R)-(3-Fluorophenoxymethyl)-1-methylpyrrolidine hydrochloride). Reaction SMILES: CN1CCC[C@@H]1CO.[ClH:9].[F:10][C:11]1[CH:12]=[C:13]([CH:22]=[CH:23][CH:24]=1)[O:14][CH2:15][C@@H:16]1[CH2:20][CH2:19][CH2:18][N:17]1[CH3:21]>O>[ClH:9].[F:10][C:11]1[CH:12]=[C:13]([CH:22]=[CH:23][CH:24]=1)[O:14][CH2:15][C@H:16]1[CH2:20][CH2:19][CH2:18][N:17]1[CH3:21] |f:1.2,4.5|. Procedure details: Following the procedures of Example 6, substituting (R)-1-methyl-2-pyrrolidinemethanol (Aldrich) for the (S)-1-methyl-2-pyrrolidinemethanol of Example 6, the title compound was prepared. MS: 210 (M+H)+. NMR (CDCl3) δ: 2.20-2.30 (m, 3H), 2.34-2.43 (m, 1H), 3.03 (s, 3H), 3.20-3.30 (m, 1H), 3.72-3.77 (m, 1H), 3.89-3.91 (m, 1H), 4.27 (dd, 1H, J=6, 11.5 Hz), 4.44 (dd, 1H, J=3, 11.5 Hz), 6.82-6.89 (m, 3H), 7.34-7.42 (m, 1H). Anal. Calcd for C12H17ClFNO.0.25 H2O: C, 57.60; H, 7.05; N, 5.59; Found: C, 5... The reactants are CC(=O)/C=N/O (anti-pyruvic aldehyde 1-oxime), Cl.FC1=CC=C(C=C1)NN (4-fluorophenylhydrazine hydrochloride). The reagents and catalysts are O.O.O.O.O.S(=O)(=O)([O-])[O-].[Cu+2] (copper(II) sulfate pentahydrate). The solvent is O (water), C(C)OCC (diethyl ether). Reaction conditions: temperature 23 celsius, time 16 hour. Yields the product FC1=CC=C(C=C1)N1[N+](=CC(=N1)C)[O-] (2-(4-fluorophenyl)-4-methyl-2H-1,2,3-triazole 1-oxide). The yield is 94.9%. RXN SMILES: [CH3:1][C:2](/[CH:4]=[N:5]/[OH:6])=O.Cl.[F:8][C:9]1[CH:14]=[CH:13][C:12]([NH:15][NH2:16])=[CH:11][CH:10]=1>C(OCC)C.O.O.O.O.O.O.S([O-])([O-])(=O)=O.[Cu+2]>[F:8][C:9]1[CH:14]=[CH:13][C:12]([N:15]2[N:16]=[C:2]([CH3:1])[CH:4]=[N+:5]2[O-:6])=[CH:11][CH:10]=1 |f:1.2,5.6.7.8.9.10.11|. Reported procedure: To a stirred solution of anti-pyruvic aldehyde 1-oxime (3.4 g, 39 mmol) in diethyl ether (75 mL) was added 4-fluorophenylhydrazine hydrochloride (5.85 g, 36 mmol). The reaction mixture was stirred at 23° C. for 16 h, and then concentrated under reduced pressure. The crude residue was dissolved in pyridine (120 mL). A solution of copper(II) sulfate pentahydrate (18 g, 72 mmol) in water (55 mL) was added dropwise over 4 min. The resulting mixture was stirred at reflux for 2 h. The mixture was conc...